Dataset: the Open Reaction Database (ORD), a public repository of structured organic reaction records. Task: describe an organic reaction: reactants, conditions, products, and yield The reactants are C(C)(C)(C)N (tert-butylamine), COC(C(CC(=O)O)=C(C)C)=O (2-isopropylidenesuccinic acid 1-methyl ester), [Rh(COD)(S,S)-Me-BPE]OTf. Solvent: CO (methanol), CO (methanol). Reaction conditions: temperature 0 celsius, time 22 hour. Yields the product COC([C@@H](CC(=O)O)C(C)C)=O (2-(S)-isopropylsuccinic acid 1-methyl ester). Reaction SMILES: C(N)(C)(C)C.[CH3:6][O:7][C:8](=[O:17])[C:9](=[C:14]([CH3:16])[CH3:15])[CH2:10][C:11]([OH:13])=[O:12]>CO>[CH3:6][O:7][C:8](=[O:17])[C@H:9]([CH:14]([CH3:15])[CH3:16])[CH2:10][C:11]([OH:13])=[O:12]. Procedure details: A solution of the tert-butylamine salt of 2-isopropylidenesuccinic acid 1-methyl ester (162 g, 0.66 mol) in methanol (800 mL) was transferred to a 2 L high pressure hydrogenation vessel and degassed by pressurizing and venting four times with 10 bar of hydrogen. The vessel was then cooled to 0° C. and a solution of [Rh(COD)(S,S)-Me-BPE]OTf (0.80 g, 0.0013 mmol) in methanol (10 mL) was added through the solvent port. The reaction was purged again with hydrogen and stirred at 0° C. under a pressur... Starting materials: P(Br)(Br)Br (PBr3), COC1=CC=C(C=C1)N1N=C(CC1=O)CCC (1-(4-Methoxyphenyl)-3-propyl-1H-pyrazol-5(4H)-one). Run in CC#N (MeCN). Run at temperature 150 celsius, time 40 minute. Yields the product BrC1=CC(=NN1C1=CC=C(C=C1)OC)CCC (5-bromo-1-(4-methoxyphenyl)-3-propyl-1H-pyrazole). Yield: 45.6%. RXN SMILES: [CH3:1][O:2][C:3]1[CH:8]=[CH:7][C:6]([N:9]2[C:13](=O)[CH2:12][C:11]([CH2:15][CH2:16][CH3:17])=[N:10]2)=[CH:5][CH:4]=1.P(Br)(Br)[Br:19]>CC#N>[Br:19][C:13]1[N:9]([C:6]2[CH:7]=[CH:8][C:3]([O:2][CH3:1])=[CH:4][CH:5]=2)[N:10]=[C:11]([CH2:15][CH2:16][CH3:17])[CH:12]=1. Reported procedure: 1-(4-Methoxyphenyl)-3-propyl-1H-pyrazol-5(4H)-one (495 mg, 2.13 mmol) was put in a microwave tube and closed, MeCN (2.1 mL) and PBr3 (6.4 mL, 68.2 mmol) were added via syringe and the reaction was stirred at 150° C. for 40 min in the microwave. The product poured onto ice and was extracted with EtOAc. The organic phase was separated from the water phase and evaporated. The crude product was purified on silica column (CH2Cl2/Et2O, 1:1) to give 5-bromo-1-(4-methoxyphenyl)-3-propyl-1H-pyrazole (287... Reactants: CN1CCC(c2c[nH]c3ccc(Br)cc23)C1, O=C([O-])O, COCCOC, [Na+], O, c1ccc(P(c2ccccc2)(c2ccccc2)[Pd](P(c2ccccc2)(c2ccccc2)c2ccccc2)(P(c2ccccc2)(c2ccccc2)c2ccccc2)P(c2ccccc2)(c2ccccc2)c2ccccc2)cc1, OB(O)c1cccs1. The product is CN1CCC(c2c[nH]c3ccc(-c4cccs4)cc23)C1. Reaction SMILES: [Br:1][c:2]1[cH:3][c:4]2[c:5]([CH:11]3[CH2:12][N:13]([CH3:16])[CH2:14][CH2:15]3)[cH:6][nH:7][c:8]2[cH:9][cH:10]1.[C:25](=[O:26])([OH:27])[O-:28].[CH3:30][O:31][CH2:32][CH2:33][O:34][CH3:35].[Na+:29].[OH2:36].[cH:37]1[cH:38][cH:39][c:40]([P:41]([Pd:42]([P:43]([c:44]2[cH:45][cH:46][cH:47][cH:48][cH:49]2)([c:50]2[cH:51][cH:52][cH:53][cH:54][cH:55]2)[c:56]2[cH:57][cH:58][cH:59][cH:60][cH:61]2)([P:62]([c:63]2[cH:64][cH:65][cH:66][cH:67][cH:68]2)([c:69]2[cH:70][cH:71][cH:72][cH:73][cH:74]2)[c:75]2[cH:76][cH:77][cH:78][cH:79][cH:80]2)[P:81]([c:82]2[cH:83][cH:84][cH:85][cH:86][cH:87]2)([c:88]2[cH:89][cH:90][cH:91][cH:92][cH:93]2)[c:94]2[cH:95][cH:96][cH:97][cH:98][cH:99]2)([c:100]2[cH:101][cH:102][cH:103][cH:104][cH:105]2)[c:106]2[cH:107][cH:108][cH:109][cH:110][cH:111]2)[cH:112][cH:113]1.[s:17]1[c:18]([B:22]([OH:23])[OH:24])[cH:19][cH:20][cH:21]1>>[c:2]1(-[c:18]2[s:17][cH:21][cH:20][cH:19]2)[cH:3][c:4]2[c:5]([CH:11]3[CH2:12][N:13]([CH3:16])[CH2:14][CH2:15]3)[cH:6][nH:7][c:8]2[cH:9][cH:10]1. Reactants: [H-].CN1C(CNCC1)[Al+]C1N(CCNC1)C (Bis(N-methylpiperazinyl)aluminum hydride), C(=O)(OC(C)(C)C)NC(C(=O)O)(C)C (N-Boc-aminoisobutyric acid), CCOCC (Ether). The solvent is O1CCCC1 (tetrahydrofuran). Run at temperature 0 celsius. Product: C(=O)(OC(C)(C)C)NC(CO)(C)C (N-Boc-2-amino-2-methylpropanol). Reaction SMILES: [C:1]([NH:8][C:9]([CH3:14])([CH3:13])[C:10](O)=[O:11])([O:3][C:4]([CH3:7])([CH3:6])[CH3:5])=[O:2].[H-].CN1CCNCC1[Al+]C1CNCCN1C.CCOCC>O1CCCC1>[C:1]([NH:8][C:9]([CH3:14])([CH3:13])[CH2:10][OH:11])([O:3][C:4]([CH3:5])([CH3:6])[CH3:7])=[O:2] |f:1.2|. Reported procedure: N-Boc-aminoisobutyric acid is dissolved in tetrahydrofuran and stirred at 0° C. under argon. Bis(N-methylpiperazinyl)aluminum hydride is added and the reaction mixture heated to reflux overnight. Ether is then added, and the excess hydride is quenched with saturated NaCl. The aqueous phase is separated and extracted with ether. The combined organic phases are washed with 2M NaOH, 2M HCl and saturated NaCl. The solution is dried over NaSO4 and evaporated to yield N-Boc-2-amino-2-methylpropanol. The reactants are CC(C)(C)OC(=O)Nc1ccc(N)cc1, CN(C)c1nc(Cl)nc2ccccc12, ClCCl. Product: CN(C)c1nc(Nc2ccc(NC(=O)OC(C)(C)C)cc2)nc2ccccc12. As a reaction SMILES: [C:15]([CH3:16])([CH3:17])([CH3:18])[O:19][C:20]([NH:21][c:22]1[cH:23][cH:24][c:25]([NH2:28])[cH:26][cH:27]1)=[O:29].[Cl:1][c:2]1[n:3][c:4]2[cH:5][cH:6][cH:7][cH:8][c:9]2[c:10]([N:12]([CH3:13])[CH3:14])[n:11]1.[Cl:30][CH2:31][Cl:32]>>[c:2]1([NH:28][c:25]2[cH:24][cH:23][c:22]([NH:21][C:20]([O:19][C:15]([CH3:16])([CH3:17])[CH3:18])=[O:29])[cH:27][cH:26]2)[n:3][c:4]2[cH:5][cH:6][cH:7][cH:8][c:9]2[c:10]([N:12]([CH3:13])[CH3:14])[n:11]1.